From a dataset of the Open Reaction Database (ORD), a public repository of structured organic reaction records. describe an organic reaction: reactants, conditions, products, and yield Starting materials: O=C(c1ncc[nH]1)c1ncc[nH]1, ClCCl, CC(C)(O)C(N)Cc1ccccc1. Product: CC1(C)OC(=O)NC1Cc1ccccc1. RXN SMILES: [C:14](=[O:15])([c:16]1[nH:17][cH:18][cH:19][n:20]1)[c:21]1[nH:22][cH:23][cH:24][n:25]1.[Cl:26][CH2:27][Cl:28].[NH2:1][CH:2]([C:3]([CH3:4])([OH:5])[CH3:6])[CH2:7][c:8]1[cH:9][cH:10][cH:11][cH:12][cH:13]1>>[NH:1]1[CH:2]([CH2:7][c:8]2[cH:9][cH:10][cH:11][cH:12][cH:13]2)[C:3]([CH3:4])([CH3:6])[O:5][C:14]1=[O:15]. The reactants are ClC(Cl)Cl, Cc1cn(N)c2ccccc12, O=C1OC(=O)c2ccccc21. Yields the product Cc1cn(NC(=O)c2ccccc2C(=O)O)c2ccccc12. As a reaction SMILES: [CH:23]([Cl:24])([Cl:25])[Cl:26].[NH2:1][n:2]1[cH:3][c:4]([CH3:11])[c:5]2[cH:6][cH:7][cH:8][cH:9][c:10]12.[O:12]=[C:13]1[O:14][C:15](=[O:16])[c:17]2[cH:18][cH:19][cH:20][cH:21][c:22]21>>[NH:1]([n:2]1[cH:3][c:4]([CH3:11])[c:5]2[cH:6][cH:7][cH:8][cH:9][c:10]12)[C:15](=[O:16])[c:17]1[cH:18][cH:19][cH:20][cH:21][c:22]1[C:13](=[O:12])[OH:14].